From a dataset of the Open Reaction Database (ORD), a public repository of structured organic reaction records. describe an organic reaction: reactants, conditions, products, and yield Reactants: CN(C)CCCN, [Cl-], O=C(O)c1ccccc1Nc1ccnc2cc(C(F)(F)F)ccc12. Yields the product CN(C)CCCNC(=O)c1ccccc1Nc1ccnc2cc(C(F)(F)F)ccc12. Reaction SMILES: [CH3:26][N:27]([CH2:28][CH2:29][CH2:30][NH2:31])[CH3:32].[Cl-:25].[F:1][C:2]([c:3]1[cH:4][cH:5][c:6]2[c:7]([NH:13][c:14]3[c:15]([C:16](=[O:17])[OH:18])[cH:19][cH:20][cH:21][cH:22]3)[cH:8][cH:9][n:10][c:11]2[cH:12]1)([F:23])[F:24]>>[F:1][C:2]([c:3]1[cH:4][cH:5][c:6]2[c:7]([NH:13][c:14]3[c:15]([C:16](=[O:18])[NH:31][CH2:30][CH2:29][CH2:28][N:27]([CH3:26])[CH3:32])[cH:19][cH:20][cH:21][cH:22]3)[cH:8][cH:9][n:10][c:11]2[cH:12]1)([F:23])[F:24]. Reactants: FC1=NC=CC=C1C(=O)NC1=CC=C(C=C1)C(C(F)(F)F)(C(F)(F)F)OCCOCCOC ((2-Fluoro(3-pyridyl))-N-(4-{2,2,2-trifluoro-1-[2-(2-methoxyethoxy)ethoxy]-1-(trifluoromethyl)ethyl}-phenyl)carboxamide), NC1=CC=C2C=NNC2=C1 (6-amino-indazole), CS(=O)C (DMSO). Conditions: temperature 120 celsius. The product is C(=O)(C(F)(F)F)O (TFA), N1N=CC2=CC=C(C=C12)NC1=NC=CC=C1C(=O)NC1=CC=C(C=C1)C(C(F)(F)F)(C(F)(F)F)OCCOCCOC ([2-(1H-indazol-6-ylamino)(3-pyridyl)]-N-(4-{2,2,2-trifluoro-1-[2-(2-methoxyethoxy)ethoxy}-1-(trifluoromethyl)ethyl}phenyl)carboxamide). RXN SMILES: F[C:2]1[C:7]([C:8]([NH:10][C:11]2[CH:16]=[CH:15][C:14]([C:17]([O:26][CH2:27][CH2:28][O:29][CH2:30][CH2:31][O:32][CH3:33])([C:22]([F:25])([F:24])[F:23])[C:18]([F:21])([F:20])[F:19])=[CH:13][CH:12]=2)=[O:9])=[CH:6][CH:5]=[CH:4][N:3]=1.[NH2:34][C:35]1[CH:43]=[C:42]2[C:38]([CH:39]=[N:40][NH:41]2)=[CH:37][CH:36]=1.CS(C)=[O:46]>>[C:17]([OH:26])([C:22]([F:25])([F:24])[F:23])=[O:46].[NH:41]1[C:42]2[C:38](=[CH:37][CH:36]=[C:35]([NH:34][C:2]3[C:7]([C:8]([NH:10][C:11]4[CH:12]=[CH:13][C:14]([C:17]([O:26][CH2:27][CH2:28][O:29][CH2:30][CH2:31][O:32][CH3:33])([C:22]([F:25])([F:23])[F:24])[C:18]([F:20])([F:19])[F:21])=[CH:15][CH:16]=4)=[O:9])=[CH:6][CH:5]=[CH:4][N:3]=3)[CH:43]=2)[CH:39]=[N:40]1. Procedure: To a suspension of 2-fluoropyridine-3-carbonyl chloride (180 mg, 0.5 mmol, Step B) and NaHCO3 (300 mg) in CH2Cl2 (5 ml), a solution of 4-{2,2,2-trifluoro-1-[2-(2-methoxy)ethoxy]-1-(trifluoromethyl)ethyl}phenylamine (95 mg) was added dropwise, and the suspension was stirred at RT for 1.5 h. Solid inorganic salts were removed via filtration. The filtrate was concentrated to afford (2-fluoro(3-pyridyl))-N-(4-{2,2,2-trifluoro-1-[2-(2-methoxyethoxy)ethoxy]-1-(trifluoromethyl)ethyl}phenyl)-carboxamide...